This data is from the Open Reaction Database (ORD), a public repository of structured organic reaction records. The task is: describe an organic reaction: reactants, conditions, products, and yield Starting materials: C(C1=CC=CC=C1)OC=1C=CC(=C2C=CC(NC12)=O)[C@H](CBr)O[Si](C)(C)C(C)(C)C (8-benzyloxy-5-[(R)-2-bromo-1-(tert-butyldimethylsilanyloxy)ethyl]-1H-quinolin-2-one), C(C1=CC=CC=C1)N (benzylamine). Solvent: CN1C(CCC1)=O (1-methyl-2-pyrrolidinone). Reaction conditions: temperature 90 celsius, time 6 hour. Product: C(C1=CC=CC=C1)OC=1C=CC(=C2C=CC(NC12)=O)[C@H](CNCC1=CC=CC=C1)O[Si](C)(C)C(C)(C)C (8-Benzyloxy-5-[(R)-2-(N-benzylamino)-1-(tert-butyldimethylsilanyloxy)ethyl]-1H-quinolin-2-one). RXN SMILES: [CH2:1]([O:8][C:9]1[CH:10]=[CH:11][C:12]([C@@H:20]([O:23][Si:24]([C:27]([CH3:30])([CH3:29])[CH3:28])([CH3:26])[CH3:25])[CH2:21]Br)=[C:13]2[C:18]=1[NH:17][C:16](=[O:19])[CH:15]=[CH:14]2)[C:2]1[CH:7]=[CH:6][CH:5]=[CH:4][CH:3]=1.[CH2:31]([NH2:38])[C:32]1[CH:37]=[CH:36][CH:35]=[CH:34][CH:33]=1>CN1CCCC1=O>[CH2:1]([O:8][C:9]1[CH:10]=[CH:11][C:12]([C@@H:20]([O:23][Si:24]([C:27]([CH3:30])([CH3:29])[CH3:28])([CH3:26])[CH3:25])[CH2:21][NH:38][CH2:31][C:32]2[CH:37]=[CH:36][CH:35]=[CH:34][CH:33]=2)=[C:13]2[C:18]=1[NH:17][C:16](=[O:19])[CH:15]=[CH:14]2)[C:2]1[CH:7]=[CH:6][CH:5]=[CH:4][CH:3]=1. Procedure details: To a 500 mL three-necked round-bottom flask was added 8-benzyloxy-5-[(R)-2-bromo-1-(tert-butyldimethylsilanyloxy)ethyl]-1H-quinolin-2-one (43 g, 0.124 mol, about 95% chiral purity), 1-methyl-2-pyrrolidinone (210 mL) and benzylamine (28.3 g, 0.37 mol). The resulting mixture was flushed with nitrogen and then stirred at 90° C. for 6 hours. The mixture was then cooled to room temperature and water (300 mL) and ethyl acetate (300 mL) were added. The layers were separated and the organic layer was wa... Reactants: Clc1ccc2cc(CBr)ccc2n1, O=C([O-])[O-], CC#N, CCOC(C)=O, [Cs+], [Cs+], COC1(c2cc(O)cc(F)c2)CCOCC1, O. Yields the product COC1(c2cc(F)cc(OCc3ccc4nc(Cl)ccc4c3)c2)CCOCC1. RXN SMILES: [Br:1][CH2:2][c:3]1[cH:4][c:5]2[cH:6][cH:7][c:8]([Cl:13])[n:9][c:10]2[cH:11][cH:12]1.[C:30](=[O:31])([O-:32])[O-:33].[CH3:36][C:37]#[N:38].[CH3:39][CH2:40][O:41][C:42]([CH3:43])=[O:44].[Cs+:34].[Cs+:35].[F:14][c:15]1[cH:16][c:17]([OH:29])[cH:18][c:19]([C:21]2([O:27][CH3:28])[CH2:22][CH2:23][O:24][CH2:25][CH2:26]2)[cH:20]1.[OH2:45]>>[CH2:2]([c:3]1[cH:4][c:5]2[cH:6][cH:7][c:8]([Cl:13])[n:9][c:10]2[cH:11][cH:12]1)[O:29][c:17]1[cH:16][c:15]([F:14])[cH:20][c:19]([C:21]2([O:27][CH3:28])[CH2:22][CH2:23][O:24][CH2:25][CH2:26]2)[cH:18]1. The reactants are ClC1=CC=C(CCNC(=O)C2=CC=C(OC3=C(C=C(C=C3)CC(=O)OC(C)(C)C)CN(C)C)C=C2)C=C1 (tert-butyl 2-(4-(4-((4-chlorophenethyl)carbamoyl)phenoxy)-3-((dimethylamino)methyl)phenyl)acetate), C(=O)(C(F)(F)F)O (TFA). Solvent: ClCCl (dichloromethane). Conditions: time 1 hour. Product: ClC1=CC=C(CCNC(=O)C2=CC=C(OC3=C(C=C(C=C3)CC(=O)O)CN(C)C)C=C2)C=C1 (2-(4-(4-((4-chlorophenethyl)carbamoyl)phenoxy)-3-((dimethylamino)methyl)phenyl)acetic acid). Yield: 107.1%. Reaction SMILES: [Cl:1][C:2]1[CH:37]=[CH:36][C:5]([CH2:6][CH2:7][NH:8][C:9]([C:11]2[CH:35]=[CH:34][C:14]([O:15][C:16]3[CH:21]=[CH:20][C:19]([CH2:22][C:23]([O:25]C(C)(C)C)=[O:24])=[CH:18][C:17]=3[CH2:30][N:31]([CH3:33])[CH3:32])=[CH:13][CH:12]=2)=[O:10])=[CH:4][CH:3]=1.C(O)(C(F)(F)F)=O>ClCCl>[Cl:1][C:2]1[CH:3]=[CH:4][C:5]([CH2:6][CH2:7][NH:8][C:9]([C:11]2[CH:12]=[CH:13][C:14]([O:15][C:16]3[CH:21]=[CH:20][C:19]([CH2:22][C:23]([OH:25])=[O:24])=[CH:18][C:17]=3[CH2:30][N:31]([CH3:33])[CH3:32])=[CH:34][CH:35]=2)=[O:10])=[CH:36][CH:37]=1. Reported procedure: To tert-butyl 2-(4-(4-((4-chlorophenethyl)carbamoyl)phenoxy)-3-((dimethylamino)methyl)phenyl)acetate (0.005 g, 0.010 mmol) in dichloromethane (1.0 ml) was added TFA (1.0 ml) and the reaction stirred for 1 hour at ambient temperature. The reaction was concentrated to give 2-(4-(4-((4-chlorophenethyl)carbamoyl)phenoxy)-3-((dimethylamino)methyl)phenyl)acetic acid (0.005 g). MS −465.1 [M−1].